From a dataset of the Open Reaction Database (ORD), a public repository of structured organic reaction records. describe an organic reaction: reactants, conditions, products, and yield Starting materials: C(#N)C1=CC=C(C=C1)C(C(C(C)(C)C)NC(OC(C)(C)C)=O)=O (tert-Butyl 1-(4-cyanophenyl)-3,3-dimethyl-1-oxobutan-2-ylcarbamate), Cl (HCl). Solvent: CO (MeOH). Run at time 8 hour. Yields the product Cl.NC(C(=O)C1=CC=C(C#N)C=C1)C(C)(C)C (4-(2-amino-3,3-dimethyl-butanoyl)-benzonitrile hydrochloride). Yield: 93.0%. As a reaction SMILES: [C:1]([C:3]1[CH:8]=[CH:7][C:6]([C:9](=[O:23])[CH:10]([NH:15]C(=O)OC(C)(C)C)[C:11]([CH3:14])([CH3:13])[CH3:12])=[CH:5][CH:4]=1)#[N:2].[ClH:24]>CO>[ClH:24].[NH2:15][CH:10]([C:11]([CH3:14])([CH3:13])[CH3:12])[C:9]([C:6]1[CH:7]=[CH:8][C:3]([C:1]#[N:2])=[CH:4][CH:5]=1)=[O:23] |f:3.4|. Reported procedure: tert-Butyl 1-(4-chlorophenyl)-3,3-dimethyl-1-oxobutan-2-ylcarbamate (Example 2a, 2.30 g, 7.06 mmol) and Zn(CN)2 (0.87 g, 7.4 mmol) were dissolved in DMF (20 mL) under N2 (g). Pd(PPh3)4 (0.86 g, 0.74 mmol) was added and the mixture was heated at 130° C. overnight. The mixture was cooled to rt, diluted with water and extracted with EtOAc. The organic phase was washed with brine, dried over Na2SO4 and evaporated. The product was purified on a silica column (EtOAc:hexane 1:10) to give tert-butyl 1-(... Reactants: C=C(CBr)c1ccccc1, CC(=O)N1CCC(O)CC1, CN(C)C=O, [H-], [Na+], O. The product is C=C(COC1CCN(C(C)=O)CC1)c1ccccc1. As a reaction SMILES: [Br:13][CH2:14][C:15](=[CH2:16])[c:17]1[cH:18][cH:19][cH:20][cH:21][cH:22]1.[C:1]([CH3:2])(=[O:3])[N:4]1[CH2:5][CH2:6][CH:7]([OH:10])[CH2:8][CH2:9]1.[CH3:23][N:24]([CH3:25])[CH:26]=[O:27].[H-:11].[Na+:12].[OH2:28]>>[C:1]([CH3:2])(=[O:3])[N:4]1[CH2:5][CH2:6][CH:7]([O:10][CH2:16][C:15](=[CH2:14])[c:17]2[cH:18][cH:19][cH:20][cH:21][cH:22]2)[CH2:8][CH2:9]1.